Task: describe an organic reaction: reactants, conditions, products, and yield. Dataset: the Open Reaction Database (ORD), a public repository of structured organic reaction records Reported procedure: The same procedure as in the steps (1c) to (1g) of Example 1 was repeated using 5,5-dimethyl-1,3-dioxane-2-ethanol (1.00 g, 6.24 mmol) to obtain the title compound (138 mg, 0.31 mmol) as a beige solid. Yields the product [Na].CC1(COC(OC1)CCOC1=C(C(=NC=C1)CS(=O)C1=NC2=C(N1)C=CC=C2)C)C (2-(((4-(2-(5,5-dimethyl-1,3-dioxan-2-yl)ethoxy)-3-methylpyridin-2-yl)methyl)sulfinyl)-1H-benzimidazole sodium salt). Reaction SMILES: [Na:1].CC1(C)COC(C[O:10][C:11]2[CH:16]=[CH:15][N:14]=[C:13]([CH2:17][S:18]([C:20]3[NH:24][C:23]4[CH:25]=[CH:26][CH:27]=[CH:28][C:22]=4[N:21]=3)=[O:19])[C:12]=2[CH3:29])OC1.[CH3:31][C:32]1([CH3:41])[CH2:37][O:36][CH:35]([CH2:38][CH2:39]O)[O:34][CH2:33]1>>[Na:1].[CH3:31][C:32]1([CH3:41])[CH2:37][O:36][CH:35]([CH2:38][CH2:39][O:10][C:11]2[CH:16]=[CH:15][N:14]=[C:13]([CH2:17][S:18]([C:20]3[NH:24][C:23]4[CH:25]=[CH:26][CH:27]=[CH:28][C:22]=4[N:21]=3)=[O:19])[C:12]=2[CH3:29])[O:34][CH2:33]1 |f:0.1,3.4,^1:0,41|. Starting materials: [Na].CC1(COC(OC1)COC1=C(C(=NC=C1)CS(=O)C1=NC2=C(N1)C=CC=C2)C)C (2-(((4-((5,5-dimethyl-1,3-dioxan-2-yl)methoxy)-3-methylpyridin-2-yl)methyl)sulfinyl)-1H-benzimidazole sodium salt), CC1(COC(OC1)CCO)C (5,5-dimethyl-1,3-dioxane-2-ethanol). Yield: 61.0%. Run at temperature 60 celsius. Reported procedure: A mixture of potassium 7-chloro-3-methylbenzothiophene-2-sulfonate (100 mg, 0.34 mmol) in POCl3 (5 mL) was heated at 60° C. over night. The POCl3 was evaporated and the crude product was purified on a small amount of silica using CH2Cl2 as eluent to give 58 mg of the title compound (61%). Reactants: ClC1=CC=CC=2C(=C(SC21)S(=O)(=O)[O-])C.[K+] (potassium 7-chloro-3-methylbenzothiophene-2-sulfonate), O=P(Cl)(Cl)Cl (POCl3). The product is ClC1=CC=CC=2C(=C(SC21)S(=O)(=O)Cl)C (7-Chloro-3-methylbenzothiophene-2-sulfonyl chloride). As a reaction SMILES: [Cl:1][C:2]1[C:10]2[S:9][C:8]([S:11]([O-])(=[O:13])=[O:12])=[C:7]([CH3:15])[C:6]=2[CH:5]=[CH:4][CH:3]=1.[K+].O=P(Cl)(Cl)[Cl:19]>>[Cl:1][C:2]1[C:10]2[S:9][C:8]([S:11]([Cl:19])(=[O:13])=[O:12])=[C:7]([CH3:15])[C:6]=2[CH:5]=[CH:4][CH:3]=1 |f:0.1|. Reactants: CC(C)Br, COC(=O)c1ccc(O)c(Br)c1, O=C([O-])[O-], CN(C)C=O, [I-], [K+], [K+], [K+]. Product: COC(=O)c1ccc(OC(C)C)c(Br)c1. RXN SMILES: [Br:13][CH:14]([CH3:15])[CH3:16].[Br:1][c:2]1[cH:3][c:4]([C:5](=[O:6])[O:7][CH3:8])[cH:9][cH:10][c:11]1[OH:12].[C:19](=[O:20])([O-:21])[O-:22].[CH3:25][N:26]([CH3:27])[CH:28]=[O:29].[I-:18].[K+:17].[K+:23].[K+:24]>>[Br:1][c:2]1[cH:3][c:4]([C:5](=[O:6])[O:7][CH3:8])[cH:9][cH:10][c:11]1[O:12][CH:14]([CH3:15])[CH3:16]. Reactants: O=C=Nc1ccc2c(c1)OCO2, Nc1ccc2c(c1)OCO2, c1ccccc1. The product is O=C(Nc1ccc2c(c1)OCO2)Nc1ccc2c(c1)OCO2. As a reaction SMILES: [CH2:11]1[O:12][c:13]2[cH:14][c:15]([N:20]=[C:21]=[O:22])[cH:16][cH:17][c:18]2[O:19]1.[CH2:1]1[O:2][c:3]2[cH:4][c:5]([NH2:6])[cH:7][cH:8][c:9]2[O:10]1.[cH:23]1[cH:24][cH:25][cH:26][cH:27][cH:28]1>>[CH2:1]1[O:2][c:3]2[cH:4][c:5]([NH:6][C:21]([NH:20][c:15]3[cH:14][c:13]4[c:18]([cH:17][cH:16]3)[O:19][CH2:11][O:12]4)=[O:22])[cH:7][cH:8][c:9]2[O:10]1. Starting materials: COc1ccc(CC2C(C(=O)O)CCCN2Cc2ccccc2)cc1, [Li]C, CCOCC. Product: COc1ccc(CC2C(C(C)=O)CCCN2Cc2ccccc2)cc1. As a reaction SMILES: [CH2:1]([c:2]1[cH:3][cH:4][cH:5][cH:6][cH:7]1)[N:8]1[CH:9]([CH2:17][c:18]2[cH:19][cH:20][c:21]([O:24][CH3:25])[cH:22][cH:23]2)[CH:10]([C:14](=[O:15])[OH:16])[CH2:11][CH2:12][CH2:13]1.[CH3:26][Li:27].[CH3:28][CH2:29][O:30][CH2:31][CH3:32]>>[CH2:1]([c:2]1[cH:3][cH:4][cH:5][cH:6][cH:7]1)[N:8]1[CH:9]([CH2:17][c:18]2[cH:19][cH:20][c:21]([O:24][CH3:25])[cH:22][cH:23]2)[CH:10]([C:14](=[O:15])[CH3:26])[CH2:11][CH2:12][CH2:13]1. Reactants: CC(C)(C)OC(=O)CNC(=O)C1=C(O)c2ccc(Br)cc2C(C)(C)C1=O, C1COCCO1, COCC=CB1OC(C)(C)C(C)(C)O1, CCOC(C)=O, [K+], [K+], O=C([O-])[O-], O, c1ccc(P(c2ccccc2)(c2ccccc2)[Pd](P(c2ccccc2)(c2ccccc2)c2ccccc2)(P(c2ccccc2)(c2ccccc2)c2ccccc2)P(c2ccccc2)(c2ccccc2)c2ccccc2)cc1. Product: COCC=Cc1ccc2c(c1)C(C)(C)C(=O)C(C(=O)NCC(=O)OC(C)(C)C)=C2O. Reaction SMILES: [Br:1][c:2]1[cH:3][cH:4][c:5]2[c:10]([cH:11]1)[C:9]([CH3:12])([CH3:13])[C:8](=[O:14])[C:7]([C:15](=[O:16])[NH:17][CH2:18][C:19](=[O:20])[O:21][C:22]([CH3:23])([CH3:24])[CH3:25])=[C:6]2[OH:26].[CH2:48]1[O:49][CH2:50][CH2:51][O:52][CH2:53]1.[CH3:34][O:35][CH2:36][CH:37]=[CH:38][B:39]1[O:40][C:41]([CH3:42])([CH3:43])[C:44]([CH3:45])([CH3:46])[O:47]1.[CH3:54][CH2:55][O:56][C:57]([CH3:58])=[O:59].[K+:27].[K+:28].[O-:29][C:30]([O-:31])=[O:32].[OH2:33].[cH:60]1[cH:61][cH:62][c:63]([P:64]([Pd:65]([P:66]([c:67]2[cH:68][cH:69][cH:70][cH:71][cH:72]2)([c:73]2[cH:74][cH:75][cH:76][cH:77][cH:78]2)[c:79]2[cH:80][cH:81][cH:82][cH:83][cH:84]2)([P:85]([c:86]2[cH:87][cH:88][cH:89][cH:90][cH:91]2)([c:92]2[cH:93][cH:94][cH:95][cH:96][cH:97]2)[c:98]2[cH:99][cH:100][cH:101][cH:102][cH:103]2)[P:104]([c:105]2[cH:106][cH:107][cH:108][cH:109][cH:110]2)([c:111]2[cH:112][cH:113][cH:114][cH:115][cH:116]2)[c:117]2[cH:118][cH:119][cH:120][cH:121][cH:122]2)([c:123]2[cH:124][cH:125][cH:126][cH:127][cH:128]2)[c:129]2[cH:130][cH:131][cH:132][cH:133][cH:134]2)[cH:135][cH:136]1>>[c:2]1([CH:38]=[CH:37][CH2:36][O:35][CH3:34])[cH:3][cH:4][c:5]2[c:10]([cH:11]1)[C:9]([CH3:12])([CH3:13])[C:8](=[O:14])[C:7]([C:15](=[O:16])[NH:17][CH2:18][C:19](=[O:20])[O:21][C:22]([CH3:23])([CH3:24])[CH3:25])=[C:6]2[OH:26].